Dataset: the Open Reaction Database (ORD), a public repository of structured organic reaction records. Task: describe an organic reaction: reactants, conditions, products, and yield The reactants are CC1(OC1)C (2,2-dimethyloxirane), BrC1=C(C=C(C=C1C)O)C (4-bromo-3,5-dimethylphenol). Solvent: CN(C)C=O (DMF). The product is BrC1=C(C=C(OCC(C)(O)C)C=C1C)C (1-(4-Bromo-3,5-dimethylphenoxy)-2-methylpropan-2-ol). Reaction SMILES: [CH3:1][C:2]1([CH3:5])[CH2:4][O:3]1.[Br:6][C:7]1[C:12]([CH3:13])=[CH:11][C:10]([OH:14])=[CH:9][C:8]=1[CH3:15]>CN(C=O)C>[Br:6][C:7]1[C:12]([CH3:13])=[CH:11][C:10]([O:14][CH2:1][C:2]([CH3:5])([OH:3])[CH3:4])=[CH:9][C:8]=1[CH3:15]. Procedure: In a microwave vial 2.20 g (0.03 mmol) of 2,2-dimethyloxirane are added to a suspension of 6.00 g (0.03 mmol) of 4-bromo-3,5-dimethylphenol and 11.0 g (0.08 mmol) K2OC3 in 6.0 ml DMF. The vial is sealed and the mixture is heated for 48 hours to 120° C. After cooling to r.t., the mixture is partitioned between sat. aq. Na2CO3 solution and EtOAc. The aq. phase is extracted twice with EtOAc and the combined organic phases are dried and concentrated. The residue is chromatographed on silica gel (CH/... Reactants: COC(=O)C(=O)C(Cl)c1ccc(F)cc1, O=Cc1ccc(C(F)(F)F)cc1, O=Cc1ccc(F)cc1. As a reaction SMILES: [CH3:1][O:2][C:3]([C:4]([CH:5]([c:6]1[cH:7][cH:8][c:9]([F:12])[cH:10][cH:11]1)[Cl:13])=[O:14])=[O:15].[F:16][C:17]([c:18]1[cH:19][cH:20][c:21]([CH:22]=[O:23])[cH:24][cH:25]1)([F:26])[F:27].[F:28][c:29]1[cH:30][cH:31][c:32]([CH:33]=[O:34])[cH:35][cH:36]1>>[CH3:1][O:2][C:3]([C:4]([CH:5]([c:6]1[cH:7][cH:8][c:9]([C:17]([F:16])([F:26])[F:27])[cH:10][cH:11]1)[Cl:13])=[O:14])=[O:15]. The product is COC(=O)C(=O)C(Cl)c1ccc(C(F)(F)F)cc1. Starting materials: [K].CCCCC1=NC(=C(N1CC=2C=CC(=CC2)C=3C=CC=CC3C4=NNN=N4)CO)Cl (potassium losartan), CO[C@H]1C[C@H](C[C@@H]1O[N+](=O)[O-])C(=O)O ((1R,3S,4S)-3-methoxy-4-(nitrooxy)cyclopentanecarboxylic acid), CO[C@H]1C[C@H](C[C@@H]1O[N+](=O)[O-])C(=O)O ((1R,3S,4S)-3-methoxy-4-(nitrooxy)cyclopentanecarboxylic acid), Cl.C(C)N=C=NCCCN(C)C (1-ethyl-3-(3-dimethylaminopropyl)carbodiimide hydrochloride), CN1CCOCC1 (N-methylmorpholine). The reagents and catalysts are CN(C1=CC=NC=C1)C (4-(dimethylamino)pyridine). Solvent: ClCCl (dichloromethane). Yields the product CO[C@H]1C[C@H](C[C@@H]1O[N+](=O)[O-])C(=O)OCC1=C(N=C(N1CC1=CC=C(C=C1)C1=C(C=CC=C1)C1=NN=NN1)CCCC)Cl ((2-butyl-4-chloro-1-{[2′-(1H-tetrazol-5-yl)biphenyl-4-yl]methyl}-1H-imidazol-5-yl)methyl (1R,3S,4S)-3-methoxy-4-(nitrooxy)cyclopentanecarboxylate). Reaction SMILES: [K].[CH3:2][CH2:3][CH2:4][CH2:5][C:6]1[N:10]([CH2:11][C:12]2[CH:13]=[CH:14][C:15]([C:18]3[CH:19]=[CH:20][CH:21]=[CH:22][C:23]=3[C:24]3[N:28]=[N:27][NH:26][N:25]=3)=[CH:16][CH:17]=2)[C:9]([CH2:29][OH:30])=[C:8]([Cl:31])[N:7]=1.[CH3:32][O:33][C@@H:34]1[C@@H:38]([O:39][N+:40]([O-:42])=[O:41])[CH2:37][C@H:36]([C:43](O)=[O:44])[CH2:35]1.Cl.C(N=C=NCCCN(C)C)C.CN1CCOCC1>ClCCl.CN(C)C1C=CN=CC=1>[CH3:32][O:33][C@@H:34]1[C@@H:38]([O:39][N+:40]([O-:42])=[O:41])[CH2:37][C@H:36]([C:43]([O:30][CH2:29][C:9]2[N:10]([CH2:11][C:12]3[CH:13]=[CH:14][C:15]([C:18]4[CH:19]=[CH:20][CH:21]=[CH:22][C:23]=4[C:24]4[NH:28][N:27]=[N:26][N:25]=4)=[CH:16][CH:17]=3)[C:6]([CH2:5][CH2:4][CH2:3][CH3:2])=[N:7][C:8]=2[Cl:31])=[O:44])[CH2:35]1 |f:0.1,3.4,^1:0|. Reported procedure: A mixture of potassium losartan (974 mg, 2.11 mmol), (1R,3S,4S)-3-methoxy-4-(nitrooxy)cyclopentanecarboxylic acid (intermediate 1, 429 mg, 2.09 mmol), 1-ethyl-3-(3-dimethylaminopropyl)carbodiimide hydrochloride (447 mg, 2.33 mmol), and N-methylmorpholine (0.50 mL, 4.6 mmol) was dissolved in dichloromethane (20 mL) and stirred for 2 days with catalytic amounts of 4-(dimethylamino)pyridine. 1H NMR (500 MHz, CDCl3) δ 0.84 (t, J=7.3 Hz, 3H), 1.28 (sextet, J=7.3 Hz, 2H), 1.56 (quintet, J=7.3 Hz, 2H),... The reactants are C(CC)N1C(N(C=2NC(=NC2C1=O)C(CC)C1=CC=C(C=C1)SCC(=O)O)CCC)=O (2-[4-[1-(2,3,6,9-tetrahydro-1,3-dipropyl-2,6-dioxo-1H-purin-8-yl)propyl]phenylthio]acetic acid), CO (methanol), S(O)(O)(=O)=O (sulfuric acid). The solvent is C(C)OCC (ethyl ether). Conditions: temperature 60 celsius. Yields the product C(CC)N1C(N(C=2NC(=NC2C1=O)C(CC)C1=CC=C(C=C1)SCC(=O)OC)CCC)=O (2-[4-[1-(2,3,6,9-Tetrahydro-1,3-dipropyl-2,6-dioxo-1H-purin-8-yl)propyl]phenylthio]acetic acid, methyl ester). As a reaction SMILES: [CH2:1]([N:4]1[C:12](=[O:13])[C:11]2[N:10]=[C:9]([CH:14]([C:17]3[CH:22]=[CH:21][C:20]([S:23][CH2:24][C:25]([OH:27])=[O:26])=[CH:19][CH:18]=3)[CH2:15][CH3:16])[NH:8][C:7]=2[N:6]([CH2:28][CH2:29][CH3:30])[C:5]1=[O:31])[CH2:2][CH3:3].S(=O)(=O)(O)O.[CH3:37]O>C(OCC)C>[CH2:1]([N:4]1[C:12](=[O:13])[C:11]2[N:10]=[C:9]([CH:14]([C:17]3[CH:22]=[CH:21][C:20]([S:23][CH2:24][C:25]([O:27][CH3:37])=[O:26])=[CH:19][CH:18]=3)[CH2:15][CH3:16])[NH:8][C:7]=2[N:6]([CH2:28][CH2:29][CH3:30])[C:5]1=[O:31])[CH2:2][CH3:3]. Procedure details: Dissolve 2-[4-[1-(2,3,6,9-tetrahydro-1,3-dipropyl-2,6-dioxo-1H-purin-8-yl)propyl]phenylthio]acetic acid (88.8 g, 0.2 mol) in methanol (500 mL) and treat with concentrated sulfuric acid (0.5 mL). Heat to 60° C. for 16 hours, cool and reduce the solvent by 50% in vacuo. Dilute with ethyl ether (500 mL), wash with saturated sodium hydrogen carbonate, then brine. Dry (MgSO4) and evaporate the solvent in vacuo to give the title compound. The reactants are N#Cc1ccc(F)cc1, O=Cc1cccc(O)c1. The product is N#Cc1ccc(Oc2cccc(C=O)c2)cc1. As a reaction SMILES: [F:1][c:2]1[cH:3][cH:4][c:5]([C:6]#[N:7])[cH:8][cH:9]1.[OH:10][c:11]1[cH:12][c:13]([CH:14]=[O:15])[cH:16][cH:17][cH:18]1>>[c:2]1([O:10][c:11]2[cH:12][c:13]([CH:14]=[O:15])[cH:16][cH:17][cH:18]2)[cH:3][cH:4][c:5]([C:6]#[N:7])[cH:8][cH:9]1. Reported procedure: Ethyl 2-(4-formamidopyrimidin-2-yl)-2-hydroxyiminoacetate (7.0 g.) was dissolved in dioxane (200 ml.) under heating and the resultant solution was cooled to ambient temperature in an ice bath, and then thereto was added a solution of diazomethane in diethyl ether with stirring until complete consumption of the starting materials. The reaction mixture was concentrated to give a brown oil, which was purified by column chromatography on silica gel (140 g.) using benzene as an developing solvent and... Run in O1CCOCC1 (dioxane), C(C)OCC (diethyl ether). The product is C(=O)NC1=NC(=NC=C1)C(C(=O)OCC)=NOC (ethyl 2-(4-formamidopyrimidin-2-yl)-2-methoxyiminoacetate). Reaction SMILES: [CH:1]([NH:3][C:4]1[CH:9]=[CH:8][N:7]=[C:6]([C:10](=[N:16][OH:17])[C:11]([O:13][CH2:14][CH3:15])=[O:12])[N:5]=1)=[O:2].[N+](=[CH2:20])=[N-]>O1CCOCC1.C(OCC)C>[CH:1]([NH:3][C:4]1[CH:9]=[CH:8][N:7]=[C:6]([C:10](=[N:16][O:17][CH3:20])[C:11]([O:13][CH2:14][CH3:15])=[O:12])[N:5]=1)=[O:2]. Reactants: resultant solution, C(=O)NC1=NC(=NC=C1)C(C(=O)OCC)=NO (Ethyl 2-(4-formamidopyrimidin-2-yl)-2-hydroxyiminoacetate), [N+](=[N-])=C (diazomethane). Reactants: OCCC1CC=2C=CC=C(C2CC1)OCC(=O)OCC (ethyl [5,6,7,8-tetrahydro-6-(2-hydroxyethyl)-1-naphthyloxy]acetate), C1(=CC=CC=C1)N(C(=O)Cl)C1=CC=CC=C1 (N,N-diphenylcarbamoyl chloride). The solvent is N1=CC=CC=C1 (pyridine). Run at temperature 100 celsius, time 40 minute. Product: C1(=CC=CC=C1)N(C(OCCC1CC2=CC=CC(=C2CC1)OCC(=O)OCC)=O)C1=CC=CC=C1 (2-[5-(ethoxycarbonylmethoxy)-1,2,3,4-tetrahydro-2-naphthyl]ethyl N,N-diphenylcarbamate). Isolated yield 36.4%. As a reaction SMILES: [OH:1][CH2:2][CH2:3][CH:4]1[CH2:13][CH2:12][C:11]2[C:10]([O:14][CH2:15][C:16]([O:18][CH2:19][CH3:20])=[O:17])=[CH:9][CH:8]=[CH:7][C:6]=2[CH2:5]1.[C:21]1([N:27]([C:31]2[CH:36]=[CH:35][CH:34]=[CH:33][CH:32]=2)[C:28](Cl)=[O:29])[CH:26]=[CH:25][CH:24]=[CH:23][CH:22]=1>N1C=CC=CC=1>[C:21]1([N:27]([C:31]2[CH:36]=[CH:35][CH:34]=[CH:33][CH:32]=2)[C:28](=[O:29])[O:1][CH2:2][CH2:3][CH:4]2[CH2:13][CH2:12][C:11]3[C:6](=[CH:7][CH:8]=[CH:9][C:10]=3[O:14][CH2:15][C:16]([O:18][CH2:19][CH3:20])=[O:17])[CH2:5]2)[CH:22]=[CH:23][CH:24]=[CH:25][CH:26]=1. Procedure details: A mixture of ethyl [5,6,7,8-tetrahydro-6-(2-hydroxyethyl)-1-naphthyloxy]acetate (50 mg), N,N-diphenylcarbamoyl chloride (50 mg), and pyridine (32 mg) was stirred at 100° C. for 1 hour and 40 minutes, cooled to room temperature, and partitioned between ethyl acetate and 1N hydrochloric acid. The ethyl acetate layer was washed successively with water, aqueous sodium bicarbonate, and brine, dried over magnesium sulfate, and evaporated in vacuo. The residue was chromatographed (toluene-ethyl acetate... Reactants: C(C(O)=O)c1ccc(cc1)c1ccc(C=O)cc1, CC1=CN=C(C=C1)N, [C-]#[N+]C1CCCCC1. The reagents and catalysts are O=C(O)C(F)(F)F (trifluoroacetic acid). The solvent is CC(C)O (isopropyl alcohol), CC(C)O (isopropylalcohol). Reaction conditions: temperature 22 celsius, time 20 hour. Yields the product Cc1ccc2nc(c3ccc(cc3)c3ccc(CC(O)=O)cc3)c(NC3CCCCC3)n2c1. Yield: 14.6%. RXN SMILES: CC1=CC=C(N)N=C1.[C-]#[N+]C1CCCCC1.OC(=O)CC1=CC=C(C=C1)C1=CC=C(C=O)C=C1>>CC1=CN2C(C=C1)=NC(=C2NC1CCCCC1)C1=CC=C(C=C1)C1=CC=C(CC(O)=O)C=C1.